This data is from the Open Reaction Database (ORD), a public repository of structured organic reaction records. The task is: describe an organic reaction: reactants, conditions, products, and yield Reactants: Cl (HCl), ClCC(OCC)=N (ethyl 2-chloro-acetimidate), C(C)NC=1C=NC(=CC1N)C(F)(F)F (N-ethyl-6-trifluoromethyl-pyridine-3,4-diamine). The solvent is CCO (EtOH). Product: ClCC=1N(C2=C(C=NC(=C2)C(F)(F)F)N1)CC (2-chloromethyl-1-ethyl-6-trifluoromethyl-1H-imidazo[4,5-c]pyridine). RXN SMILES: [ClH:1].Cl[CH2:3][C:4](=N)OCC.[CH2:9]([NH:11][C:12]1[CH:13]=[N:14][C:15]([C:19]([F:22])([F:21])[F:20])=[CH:16][C:17]=1[NH2:18])[CH3:10]>CCO>[Cl:1][CH2:10][C:9]1[N:18]([CH2:3][CH3:4])[C:17]2[CH:16]=[C:15]([C:19]([F:22])([F:20])[F:21])[N:14]=[CH:13][C:12]=2[N:11]=1. Reported procedure: The HCl salt of ethyl 2-chloro-acetimidate (3.90 g, 24.58 mmol) is added to a solution of N-ethyl-6-trifluoromethyl-pyridine-3,4-diamine (1.44 g, 7.02 mmol) in EtOH (20 mL) and refluxed for 3 h. The reaction mixture is cooled to room temperature and concentrated under reduced pressure. The residue is diluted with CH2Cl2, washed with NaHCO3 solution, dried over Na2SO4, and concentrated to obtain 2-chloromethyl-1-ethyl-6-trifluoromethyl-1H-imidazo[4,5-c]pyridine. 1H NMR (300 MHz, CDCl3): δ 9.14 (s... RXN SMILES: [C:20](=[O:21])([O-:22])[O-:23].[CH3:1][O:2][C:3](=[O:4])[CH:5]1[CH:6]2[c:7]3[nH:8][c:9]4[cH:10][cH:11][cH:12][cH:13][c:14]4[c:15]3[CH:16]([CH2:17]1)[CH2:18][CH2:19]2.[CH3:26][OH:27].[K+:24].[K+:25].[OH2:28]>>[O:2]=[C:3]([OH:4])[CH:5]1[CH:6]2[c:7]3[nH:8][c:9]4[cH:10][cH:11][cH:12][cH:13][c:14]4[c:15]3[CH:16]([CH2:17]1)[CH2:18][CH2:19]2. Reactants: O=C([O-])[O-], COC(=O)C1CC2CCC1c1[nH]c3ccccc3c12, CO, [K+], [K+], O. Product: O=C(O)C1CC2CCC1c1[nH]c3ccccc3c12. Starting materials: C1(=CC=CC=C1)C1=NC=C(C=N1)C(=O)O (2-phenylpyrimidine-5-carboxylic acid), C1(=CC=CC=C1)C1=NC=C(C=N1)C(=O)O (2-phenylpyrimidine-5-carboxylic acid), CN1CCOCC1 (N-methylmorpholine), ON1N=NC2=C1C=CC=C2 (1-hydroxybenzotriazole), Cl.CN(CCCN=C=NCC)C (1-(3-dimethylamino-propyl)-3-ethylcarbodiimide hydrochloride). Solvent: CN(C=O)C (N,N-dimethylformamide). Reaction conditions: time 8 hour. Yields the product C1(=CC=CC=C1)C1=NC=C(C=N1)C(=O)NCCNC1=CC=CC=C1 (2-phenyl-N-(2-(phenylamino)ethyl)pyrimidine-5-carboxamide). The yield is 72.3%. Reaction SMILES: [C:1]1([C:7]2[N:12]=[CH:11][C:10]([C:13]([OH:15])=O)=[CH:9][N:8]=2)[CH:6]=[CH:5][CH:4]=[CH:3][CH:2]=1.C[N:17]1CCO[CH2:19][CH2:18]1.O[N:24]1[C:28]2[CH:29]=[CH:30][CH:31]=[CH:32][C:27]=2N=N1.Cl.CN(C)CCCN=C=NCC>CN(C)C=O>[C:1]1([C:7]2[N:8]=[CH:9][C:10]([C:13]([NH:17][CH2:18][CH2:19][NH:24][C:28]3[CH:27]=[CH:32][CH:31]=[CH:30][CH:29]=3)=[O:15])=[CH:11][N:12]=2)[CH:2]=[CH:3][CH:4]=[CH:5][CH:6]=1 |f:3.4|. Procedure details: To a stirring mixture consisting of 2-phenylpyrimidine-5-carboxylic acid (Compound 17; synthesis described in Example 1, Steps 1-3 of WO 2007/041634 to Aldous et al., entitled “Pyrimidine Amide Compounds as PGDS Inhibitors”; 200 mg) in N,N-dimethylformamide (15 mL) was added successively N-methylmorpholine (Aldrich, 0.33 mL), N-phenethylenediamine (Acros, 173 mg), 1-hydroxybenzotriazole (209 mg), and 1-(3-dimethylamino-propyl)-3-ethylcarbodiimide hydrochloride (EDAC, 227 mg). The reaction mixtur... The reactants are ClC1=C(OC(C(=O)OCC)C)C=C(C=C1)[N+](=O)[O-] (ethyl α-(2-chloro-5-nitrophenoxy)propionate), compound, aqueous solution, C(C)N (ethylamine). Solvent: C(C)O (ethanol). Product: C(C)NC(C(C)OC1=C(C=CC(=C1)[N+](=O)[O-])Cl)=O (N-ethyl α-(2-chloro-5-nitrophenoxy)propionamide). RXN SMILES: [Cl:1][C:2]1[CH:15]=[CH:14][C:13]([N+:16]([O-:18])=[O:17])=[CH:12][C:3]=1[O:4][CH:5]([CH3:11])[C:6]([O:8]CC)=O.[CH2:19]([NH2:21])[CH3:20]>C(O)C>[CH2:19]([NH:21][C:6](=[O:8])[CH:5]([O:4][C:3]1[CH:12]=[C:13]([N+:16]([O-:18])=[O:17])[CH:14]=[CH:15][C:2]=1[Cl:1])[CH3:11])[CH3:20]. Procedure details: A mixture of 2.74 g. of ethyl α-(2-chloro-5-nitrophenoxy)propionate, 0.77 g. of 70% aqueous solution of ethylamine and 15 ml. of ethanol was kept at room temperature for one night. The precipitate was separated by a filtration and recrystallized from a mixture of benzene-cyclohexane to obtain 2.5 g. of the object compound (melting point of 148° to 149° C.).